Task: describe an organic reaction: reactants, conditions, products, and yield. Dataset: the Open Reaction Database (ORD), a public repository of structured organic reaction records RXN SMILES: [CH2:1]([c:2]1[cH:3][cH:4][cH:5][cH:6][cH:7]1)[O:8][C:9](=[O:10])[NH:11][CH:12]([CH3:13])[c:14]1[cH:15][cH:16][c:17]([C:18](=[O:19])[OH:20])[cH:21][cH:22]1.[CH3:27][N:28]([CH3:29])[CH:30]=[O:31].[Cl:32][CH2:33][Cl:34].[S:23]([Cl:24])([Cl:25])=[O:26]>>[CH2:1]([c:2]1[cH:3][cH:4][cH:5][cH:6][cH:7]1)[O:8][C:9](=[O:10])[NH:11][CH:12]([CH3:13])[c:14]1[cH:15][cH:16][c:17]([C:18](=[O:19])[OH:20])[cH:21][cH:22]1.[Cl-:25]. The reactants are CC(NC(=O)OCc1ccccc1)c1ccc(C(=O)O)cc1, CN(C)C=O, ClCCl, O=S(Cl)Cl. The product is CC(NC(=O)OCc1ccccc1)c1ccc(C(=O)O)cc1, [Cl-]. The reactants are P(=O)([O-])([O-])[O-].[K+].[K+].[K+] (potassium phosphate), N1N=NC=C1 (1H-1,2,3-triazole), FC=1C=C(C=CC1F)[N+](=O)[O-] (3,4-difluoronitrobenzene). Run in O (water), CS(=O)C (dimethylsulfoxide). Run at temperature 90 celsius. The product is FC=1C=C(C=CC1N1N=NC=C1)[N+](=O)[O-] (3-Fluoro-1-nitro-4-(1H-1,2,3-triazol-1-yl)benzene). The yield is 50.0%. RXN SMILES: P([O-])([O-])([O-])=O.[K+].[K+].[K+].[NH:9]1[CH:13]=[CH:12][N:11]=[N:10]1.[F:14][C:15]1[CH:16]=[C:17]([N+:22]([O-:24])=[O:23])[CH:18]=[CH:19][C:20]=1F>CS(C)=O.O>[F:14][C:15]1[CH:16]=[C:17]([N+:22]([O-:24])=[O:23])[CH:18]=[CH:19][C:20]=1[N:9]1[CH:13]=[CH:12][N:11]=[N:10]1 |f:0.1.2.3|. Procedure: A slurry of dibasic potassium phosphate, 38.0 g (0.218 mol), and 1H-1,2,3-triazole, 7.53 g (6.3 mL, 0.109 mol), in 325 mL dimethylsulfoxide was treated dropwise with 3,4-difluoronitrobenzene, 17.3 g (12.1 mL, 0.109 mol), with heating to 90° C. for 18 h. The mixture was cooled to room temperature, diluted with water (500 mL) and extracted with ethyl acetate (4×50 mL). Drying (Na2SO4) and concentrating in vacuo afforded a light yellow solid. This material was chromatographed over 600 g 230-400 mes... The reactants are O=[N+]([O-])c1cc(Br)ccc1F, CNCCO, [K+], [K+], O=C([O-])[O-], CN(C)C=O, O. Yields the product CN(CCO)c1ccc(Br)cc1[N+](=O)[O-]. RXN SMILES: [Br:1][c:2]1[cH:3][cH:4][c:5]([F:11])[c:6]([N+:8](=[O:9])[O-:10])[cH:7]1.[CH3:12][NH:13][CH2:14][CH2:15][OH:16].[K+:17].[K+:18].[O-:19][C:20]([O-:21])=[O:22].[O:23]=[CH:24][N:25]([CH3:26])[CH3:27].[OH2:28]>>[Br:1][c:2]1[cH:3][cH:4][c:5]([N:13]([CH3:12])[CH2:14][CH2:15][OH:16])[c:6]([N+:8](=[O:9])[O-:10])[cH:7]1. The reactants are OC(C1=CC=C(C=C1)F)(C)C1=CC=NC=C1 (4-(α-hydroxy-α-methyl-4-fluorobenzyl)- pyridine), C(C1=CC=CC=C1)Br (benzyl bromide). The solvent is C(C)#N (acetonitrile). The product is [Br-].C(C1=CC=CC=C1)[N+]1=CC=C(C=C1)C(C1=CC=C(C=C1)F)(C)O (1-benzyl-4-(α-hydroxy-α-methyl-4-fluorobenzyl)-pyridinium bromide). RXN SMILES: [OH:1][C:2]([C:11]1[CH:16]=[CH:15][N:14]=[CH:13][CH:12]=1)([CH3:10])[C:3]1[CH:8]=[CH:7][C:6]([F:9])=[CH:5][CH:4]=1.[CH2:17]([Br:24])[C:18]1[CH:23]=[CH:22][CH:21]=[CH:20][CH:19]=1>C(#N)C>[Br-:24].[CH2:17]([N+:14]1[CH:15]=[CH:16][C:11]([C:2]([OH:1])([CH3:10])[C:3]2[CH:4]=[CH:5][C:6]([F:9])=[CH:7][CH:8]=2)=[CH:12][CH:13]=1)[C:18]1[CH:23]=[CH:22][CH:21]=[CH:20][CH:19]=1 |f:3.4|. Procedure details: The starting material is prepared as follows: A mixture of 15 g of 4-(α-hydroxy-α-methyl-4-fluorobenzyl)- pyridine, 8.2 ml of benzyl bromide and 100 ml of acetonitrile is refluxed overnight. The solvent is evaporated and the residue recrystallized from isopropanol-diethyl ether, to yield the desired 1-benzyl-4-(α-hydroxy-α-methyl-4-fluorobenzyl)-pyridinium bromide melting at 175° with decomposition. Reactants: O=C([O-])[O-], CCc1cc(-c2cccc(C(=O)OC)n2)ccc1O, CI, [K+], [K+], CN(C)C=O. Yields the product CCc1cc(-c2cccc(C(=O)OC)n2)ccc1OC. Reaction SMILES: [C:20](=[O:21])([O-:22])[O-:23].[CH2:1]([CH3:2])[c:3]1[cH:4][c:5](-[c:10]2[cH:11][cH:12][cH:13][c:14]([C:16](=[O:17])[O:18][CH3:19])[n:15]2)[cH:6][cH:7][c:8]1[OH:9].[CH3:26][I:27].[K+:24].[K+:25].[O:28]=[CH:29][N:30]([CH3:31])[CH3:32]>>[CH2:1]([CH3:2])[c:3]1[cH:4][c:5](-[c:10]2[cH:11][cH:12][cH:13][c:14]([C:16](=[O:17])[O:18][CH3:19])[n:15]2)[cH:6][cH:7][c:8]1[O:9][CH3:20]. The reactants are CCN=C=NCCCN(C)C, Cc1nnc(-c2ccc(N)cc2)o1, CN(C)c1ccncc1, Cl, O=C(O)CC(=O)N1CCN(C(=O)c2ccccc2C(F)(F)F)CC1, CN(C)C=O, O, On1nnc2ccccc21. Product: Cc1nnc(-c2ccc(NC(=O)CC(=O)N3CCN(C(=O)c4ccccc4C(F)(F)F)CC3)cc2)o1. RXN SMILES: [CH3:35][CH2:36][N:37]=[C:38]=[N:39][CH2:40][CH2:41][CH2:42][N:43]([CH3:44])[CH3:45].[CH3:47][c:48]1[n:49][n:50][c:51](-[c:53]2[cH:54][cH:55][c:56]([NH2:59])[cH:57][cH:58]2)[o:52]1.[CH3:60][N:61]([c:62]1[cH:63][cH:64][n:65][cH:66][cH:67]1)[CH3:68].[ClH:46].[O:11]=[C:12]([CH2:13][C:14](=[O:15])[OH:16])[N:17]1[CH2:18][CH2:19][N:20]([C:23]([c:24]2[c:25]([C:30]([F:31])([F:32])[F:33])[cH:26][cH:27][cH:28][cH:29]2)=[O:34])[CH2:21][CH2:22]1.[O:69]=[CH:70][N:71]([CH3:72])[CH3:73].[OH2:74].[OH:1][n:2]1[c:3]2[c:4]([cH:5][cH:6][cH:7][cH:8]2)[n:9][n:10]1>>[O:11]=[C:12]([CH2:13][C:14](=[O:15])[NH:59][c:56]1[cH:55][cH:54][c:53](-[c:51]2[n:50][n:49][c:48]([CH3:47])[o:52]2)[cH:58][cH:57]1)[N:17]1[CH2:18][CH2:19][N:20]([C:23]([c:24]2[c:25]([C:30]([F:31])([F:32])[F:33])[cH:26][cH:27][cH:28][cH:29]2)=[O:34])[CH2:21][CH2:22]1.